Dataset: the Open Reaction Database (ORD), a public repository of structured organic reaction records. Task: describe an organic reaction: reactants, conditions, products, and yield The reactants are C1(CCCCC1)N1C(C=2C(C1=O)=C(C(=C(C2F)F)F)F)=O (N-cyclohexyl-tetrafluorophthalimide), S(O)(O)(=O)=O (sulfuric acid), C(C)(=O)O (acetic acid), Cl (hydrochloric acid). The product is FC=1C(=C(C(=C(C1C(=O)O)C(=O)O)F)F)F (tetrafluorophthalic acid). The yield is 90.0%. Reaction SMILES: C1(N2[C:11](=[O:12])[C:10]3=[C:13]([F:20])[C:14]([F:19])=[C:15]([F:18])[C:16]([F:17])=C3C2=O)CCCCC1.S(=O)(=O)(O)[OH:23].Cl.[C:28]([OH:31])(=[O:30])[CH3:29]>>[F:17][C:16]1[C:15]([F:18])=[C:14]([F:19])[C:13]([F:20])=[C:10]([C:11]([OH:23])=[O:12])[C:29]=1[C:28]([OH:31])=[O:30]. Reported procedure: After mixing 50 g of the above dried N-cyclohexyl-tetrafluorophthalimide with 80 ml of 85% sulfuric acid, 80 ml of acetic acid was added to the mixture and it was reacted for 5 hours at 120° to 130° C. with stirring. After the reaction was completed, acetic acid was distilled off from the reaction mixture under a reduced pressure and the product was continuously extracted with toluene for 24 hours. When the toluene layer obtained was concentrated by distillation under a reduced pressure, crude c...